This data is from the Open Reaction Database (ORD), a public repository of structured organic reaction records. The task is: describe an organic reaction: reactants, conditions, products, and yield Starting materials: B, CSC, Cl, O=C(O)c1cc(I)ccc1O, C1CCOC1. Product: OCc1cc(I)ccc1O. Reaction SMILES: [BH3:15].[CH3:12][S:13][CH3:14].[ClH:16].[I:1][c:2]1[cH:3][cH:4][c:5]([OH:11])[c:6]([C:7](=[O:8])[OH:9])[cH:10]1.[O:17]1[CH2:18][CH2:19][CH2:20][CH2:21]1>>[I:1][c:2]1[cH:3][cH:4][c:5]([OH:11])[c:6]([CH2:7][OH:8])[cH:10]1. The reactants are C(C1=CC=CC=C1)OC(NC1(CC1)C(N)=O)=O ((1-carbamoyl-cyclopropyl)-carbamic acid benzyl ester), N1=C(Cl)N=C(Cl)N=C1Cl (cyanuric chloride). Solvent: CN(C)C=O (DMF). Product: C(C1=CC=CC=C1)OC(NC1(CC1)C#N)=O ((1-cyano-cyclopropyl)-carbamic acid benzyl ester). Isolated yield 84.4%. Reaction SMILES: [CH2:1]([O:8][C:9](=[O:17])[NH:10][C:11]1([C:14](=O)[NH2:15])[CH2:13][CH2:12]1)[C:2]1[CH:7]=[CH:6][CH:5]=[CH:4][CH:3]=1.N1C(Cl)=NC(Cl)=NC=1Cl>CN(C=O)C>[CH2:1]([O:8][C:9](=[O:17])[NH:10][C:11]1([C:14]#[N:15])[CH2:13][CH2:12]1)[C:2]1[CH:3]=[CH:4][CH:5]=[CH:6][CH:7]=1. Procedure: To a 0° C. solution of (1-carbamoyl-cyclopropyl)-carbamic acid benzyl ester (1.8 g, 7.7 mmol) in DMF (20 mL) was added cyanuric chloride in one portion. The reaction was allowed to warm to room temperature overnight. The reaction was quenched with water and extracted with EtOAc (3×100 mL). The combined extracts were washed with water (3×50 mL), brine and dried with MgSO4. The mixture was filtered and concentrated. The resulting crude residue was dissolved in 30% EtOAc in hexanes (90 mL) and filt... Starting materials: CCCCCC, CCOC(C)=O, Clc1cccc(CBr)c1, [H-], [Li+], [Na+], C1CCOC1, C1COCCO1, [OH-], O, COS(=O)c1ccccc1, O=C1CCCc2[nH]ccc21, c1cc[nH]c1. The product is O=C1CCCc2c1ccn2Cc1cccc(Cl)c1. As a reaction SMILES: [CH3:51][CH2:52][CH2:53][CH2:54][CH2:55][CH3:56].[CH3:57][CH2:58][O:59][C:60](=[O:61])[CH3:62].[Cl:11][c:12]1[cH:13][c:14]([CH2:15][Br:16])[cH:17][cH:18][cH:19]1.[H-:25].[Li+:37].[Na+:26].[O:39]1[CH2:40][CH2:41][CH2:42][CH2:43]1.[O:44]1[CH2:45][CH2:46][O:47][CH2:48][CH2:49]1.[OH-:38].[OH2:50].[c:27]1([S:28]([O:29][CH3:30])=[O:31])[cH:32][cH:33][cH:34][cH:35][cH:36]1.[nH:1]1[cH:2][cH:3][c:4]2[c:9]1[CH2:8][CH2:7][CH2:6][C:5]2=[O:10].[nH:20]1[cH:21][cH:22][cH:23][cH:24]1>>[n:1]1([CH2:15][c:14]2[cH:13][c:12]([Cl:11])[cH:19][cH:18][cH:17]2)[cH:2][cH:3][c:4]2[c:9]1[CH2:8][CH2:7][CH2:6][C:5]2=[O:10]. Reactants: COC(C1=CC(=C(C=C1)NCC1CCCCC1)[N+](=O)[O-])=O (4-(Cyclohexylmethyl-amino)-3-nitro-benzoic acid methyl ester). Reagents/catalysts: [Pd] (palladium on carbon). Run in C(C)(=O)OCC (ethyl acetate), CO (methanol). Reaction conditions: time 4 hour. The product is COC(C1=CC(=C(C=C1)NCC1CCCCC1)N)=O (3-Amino-4-(cyclohexylmethyl-amino)-benzoic acid methyl ester). RXN SMILES: [CH3:1][O:2][C:3](=[O:21])[C:4]1[CH:9]=[CH:8][C:7]([NH:10][CH2:11][CH:12]2[CH2:17][CH2:16][CH2:15][CH2:14][CH2:13]2)=[C:6]([N+:18]([O-])=O)[CH:5]=1>C(OCC)(=O)C.CO.[Pd]>[CH3:1][O:2][C:3](=[O:21])[C:4]1[CH:9]=[CH:8][C:7]([NH:10][CH2:11][CH:12]2[CH2:13][CH2:14][CH2:15][CH2:16][CH2:17]2)=[C:6]([NH2:18])[CH:5]=1. Procedure details: 12.00 g 4-(Cyclohexylmethyl-amino)-3-nitro-benzoic acid methyl ester were dissolved in 75 ml ethyl acetate and 75 ml methanol, 0.45 g of palladium on carbon (10%) were added and the mixture was hydrogenated at 5 bar for 4 h. The catalyst was removed by filtration over celite, the filtrate was concentrated and after precipitation with cyclohexane 12.00 g (93%) of 3-Amino-4-(cyclohexylmethyl-amino)-benzoic acid methyl ester were obtained. The reactants are [BH4-], CCO, [Na+], CCC12CCC3c4ccc(OC)cc4CCC3C1CC1OC12, O, OO, [Se]=[SeH-](c1ccccc1)c1ccccc1. The product is CCC12CCC3c4ccc(OC)cc4CCC3C1C=CC2O. RXN SMILES: [BH4-:15].[CH3:42][CH2:43][OH:44].[Na+:16].[O:17]1[CH:18]2[CH:19]1[C:20]1([CH2:21][CH3:22])[CH:23]([CH2:24]2)[CH:25]2[CH2:26][CH2:27][c:28]3[cH:29][c:30]([O:37][CH3:38])[cH:31][cH:32][c:33]3[CH:34]2[CH2:35][CH2:36]1.[OH2:41].[OH:39][OH:40].[c:1]1([SeH-:2]([c:3]2[cH:4][cH:5][cH:6][cH:7][cH:8]2)=[Se:9])[cH:10][cH:11][cH:12][cH:13][cH:14]1>>[OH:17][CH:19]1[CH:18]=[CH:24][CH:23]2[C:20]1([CH2:21][CH3:22])[CH2:36][CH2:35][CH:34]1[CH:25]2[CH2:26][CH2:27][c:28]2[cH:29][c:30]([O:37][CH3:38])[cH:31][cH:32][c:33]21. Reaction SMILES: [CH2:1]([O:2][C:4]([CH:5]([C:6]([CH3:7])([CH3:8])[c:9]1[c:10]([Cl:16])[cH:11][c:12]([Cl:15])[cH:13][cH:14]1)[CH2:17][CH:18]=[O:3])=[O:20])[CH3:19].[CH2:33]1[O:34][CH2:35][CH2:36][CH2:37]1.[CH3:29][C:30](=[O:31])[OH:32].[NH2:21][CH:22]1[CH2:23][CH2:24][CH:25]([OH:28])[CH2:26][CH2:27]1>>[C:4]1(=[O:20])[CH:5]([C:6]([CH3:7])([CH3:8])[c:9]2[c:10]([Cl:16])[cH:11][c:12]([Cl:15])[cH:13][cH:14]2)[CH2:17][CH2:18][N:21]1[CH:22]1[CH2:23][CH2:24][CH:25]([OH:28])[CH2:26][CH2:27]1. Yields the product CC(C)(c1ccc(Cl)cc1Cl)C1CCN(C2CCC(O)CC2)C1=O. Starting materials: CCOC(=O)C(CC=O)C(C)(C)c1ccc(Cl)cc1Cl, C1CCOC1, CC(=O)O, NC1CCC(O)CC1.